This data is from the Open Reaction Database (ORD), a public repository of structured organic reaction records. The task is: describe an organic reaction: reactants, conditions, products, and yield Reactants: N#CC1(Nc2ccc(F)cc2)CCN(Cc2ccccc2)CC1, [NH4+], [OH-], O=S(=O)(O)O. The product is NC(=O)C1(Nc2ccc(F)cc2)CCN(Cc2ccccc2)CC1. RXN SMILES: [CH2:1]([c:2]1[cH:3][cH:4][cH:5][cH:6][cH:7]1)[N:8]1[CH2:9][CH2:10][C:11]([C:14]#[N:15])([NH:16][c:17]2[cH:18][cH:19][c:20]([F:23])[cH:21][cH:22]2)[CH2:12][CH2:13]1.[NH4+:24].[OH-:25].[S:26](=[O:27])(=[O:28])([OH:29])[OH:30]>>[CH2:1]([c:2]1[cH:3][cH:4][cH:5][cH:6][cH:7]1)[N:8]1[CH2:9][CH2:10][C:11]([C:14]([NH2:15])=[O:25])([NH:16][c:17]2[cH:18][cH:19][c:20]([F:23])[cH:21][cH:22]2)[CH2:12][CH2:13]1. The reactants are O=C1N(C(C2=CC=CC=C12)=O)CCCN1C(C(=C(C2=NC=C(C=C12)CC1=CC=C(C=C1)F)O)C(=O)OCC)=O (ethyl 1-[3-(1,3-dioxo-1,3-dihydro-2H-isoindol-2-yl)propyl]-7-[(4-fluorophenyl)methyl]-4-hydroxy-2-oxo-1,2-dihydro-1,5-naphthyridine-3-carboxylate), C(C)OCCN (2-(ethyloxy)ethanamine). The product is O=C1N(C(C2=CC=CC=C12)=O)CCCN1C(C(=C(C2=NC=C(C=C12)CC1=CC=C(C=C1)F)O)C(=O)NCCOCC)=O (1-[3-(1,3-Dioxo-1,3-dihydro-2H-isoindol-2-yl)propyl]-N-[2-(ethyloxy)ethyl]-7-[(4-fluorophenyl)methyl]-4-hydroxy-2-oxo-1,2-dihydro-1,5-naphthyridine-3-carboxamide). RXN SMILES: [O:1]=[C:2]1[C:10]2[C:5](=[CH:6][CH:7]=[CH:8][CH:9]=2)[C:4](=[O:11])[N:3]1[CH2:12][CH2:13][CH2:14][N:15]1[C:24]2[C:19](=[N:20][CH:21]=[C:22]([CH2:25][C:26]3[CH:31]=[CH:30][C:29]([F:32])=[CH:28][CH:27]=3)[CH:23]=2)[C:18]([OH:33])=[C:17]([C:34](OCC)=[O:35])[C:16]1=[O:39].[CH2:40]([O:42][CH2:43][CH2:44][NH2:45])[CH3:41]>>[O:1]=[C:2]1[C:10]2[C:5](=[CH:6][CH:7]=[CH:8][CH:9]=2)[C:4](=[O:11])[N:3]1[CH2:12][CH2:13][CH2:14][N:15]1[C:24]2[C:19](=[N:20][CH:21]=[C:22]([CH2:25][C:26]3[CH:27]=[CH:28][C:29]([F:32])=[CH:30][CH:31]=3)[CH:23]=2)[C:18]([OH:33])=[C:17]([C:34]([NH:45][CH2:44][CH2:43][O:42][CH2:40][CH3:41])=[O:35])[C:16]1=[O:39]. Procedure details: This compound was prepared from ethyl 1-[3-(1,3-dioxo-1,3-dihydro-2H-isoindol-2-yl)propyl]-7-[(4-fluorophenyl)methyl]-4-hydroxy-2-oxo-1,2-dihydro-1,5-naphthyridine-3-carboxylate and 2-(ethyloxy)ethanamine employing methods similar to those described in Example 370 and was obtained as a white solid: ES+ MS: 573 (M+H+). The reactants are C(C)OC(=C)C=1C=CC=2N(N1)C(=CN2)C(C)C=2C=C1C=NN(C1=CC2)C (6-(1-ethoxy-vinyl)-3-[1-(1-methyl-1H-indazol-5-yl)-ethyl]-imidazo[1,2-b]pyridazine), Cl (HCl), compound 69.4. The product is CN1N=CC2=CC(=CC=C12)C(C)C1=CN=C2N1N=C(C=C2)C(C)=O (1-(3-(1-(1-Methyl-1H-indazol-5-yl)ethyl)imidazo[1,2-b]pyridazin-6-yl)ethanone). The yield is 84.8%. As a reaction SMILES: C([O:3][C:4]([C:6]1[CH:7]=[CH:8][C:9]2[N:10]([C:12]([CH:15]([C:17]3[CH:18]=[C:19]4[C:23](=[CH:24][CH:25]=3)[N:22]([CH3:26])[N:21]=[CH:20]4)[CH3:16])=[CH:13][N:14]=2)[N:11]=1)=[CH2:5])C.Cl>>[CH3:26][N:22]1[C:23]2[C:19](=[CH:18][C:17]([CH:15]([C:12]3[N:10]4[N:11]=[C:6]([C:4](=[O:3])[CH3:5])[CH:7]=[CH:8][C:9]4=[N:14][CH:13]=3)[CH3:16])=[CH:25][CH:24]=2)[CH:20]=[N:21]1. Procedure: The title compound (325.0 mg, 75%, 88% pure) was synthesized from 6-(1-ethoxy-vinyl)-3-[1-(1-methyl-1H-indazol-5-yl)-ethyl]-imidazo[1,2-b]pyridazine (415.0 mg, 1.20 mmol) and HCl (1.20 mL, 1.20 mmol) using the same procedure as described in the synthesis of compound 69.4. LCMS (method A): [MH]+=320, tR=5.21 min. Starting materials: C(C1=CC=CC=C1)C=1NC=C(N1)CO (2-benzyl-4-imidazolemethanol). The reagents and catalysts are [O-2].[O-2].[Mn+4] (manganese dioxide). The solvent is C(Cl)(Cl)Cl (chloroform). The product is C(C1=CC=CC=C1)C=1NC=C(N1)C=O (2-Benzyl-4-imidazolecarboxaldehyde). Reaction SMILES: [CH2:1]([C:8]1[NH:9][CH:10]=[C:11]([CH2:13][OH:14])[N:12]=1)[C:2]1[CH:7]=[CH:6][CH:5]=[CH:4][CH:3]=1>C(Cl)(Cl)Cl.[O-2].[O-2].[Mn+4]>[CH2:1]([C:8]1[NH:9][CH:10]=[C:11]([CH:13]=[O:14])[N:12]=1)[C:2]1[CH:3]=[CH:4][CH:5]=[CH:6][CH:7]=1 |f:2.3.4|. Procedure: A 125 gm. portion of 2-benzyl-4-imidazolemethanol and 500 g. of manganese dioxide in 2 liters of chloroform are reacted as described in Example 22 giving the desired product, m.p. 130°-136° C. Reactants: [Li]CCCC (n-BuLi), ClP(C1CCCCC1)C1CCCCC1 (ClPCy2), ice, CN(C)[C-]1C=CC=C1.[CH-]1C=CC=C1.[Fe+2] (Dimethylaminoferrocene), B(F)(F)F.CCOCC (BF3.OEt2), C(=O)(O)[O-].[Na+] (NaHCO3). The solvent is CCOCC (Et2O), C1CCOC1 (THF). Run at temperature -40 celsius, time 15 minute. Product: C1(CCCCC1)P(C=1[C-](C=CC1)N(C)C)C1CCCCC1.[CH-]1C=CC=C1.[Fe+2] (2-Dicyclohexylphosphino-1-dimethylaminoferrocene). The yield is 93.3%. RXN SMILES: [CH3:1][N:2]([C-:4]1[CH:8]=[CH:7][CH:6]=[CH:5]1)[CH3:3].[CH-:9]1[CH:13]=[CH:12][CH:11]=[CH:10]1.[Fe+2:14].B(F)(F)F.CCOCC.[Li]CCCC.Cl[P:30]([CH:37]1[CH2:42][CH2:41][CH2:40][CH2:39][CH2:38]1)[CH:31]1[CH2:36][CH2:35][CH2:34][CH2:33][CH2:32]1.C([O-])(O)=O.[Na+]>C1COCC1.CCOCC>[CH:37]1([P:30]([CH:31]2[CH2:32][CH2:33][CH2:34][CH2:35][CH2:36]2)[C:5]2[C-:4]([N:2]([CH3:3])[CH3:1])[CH:8]=[CH:7][CH:6]=2)[CH2:38][CH2:39][CH2:40][CH2:41][CH2:42]1.[CH-:9]1[CH:13]=[CH:12][CH:11]=[CH:10]1.[Fe+2:14] |f:0.1.2,3.4,7.8,11.12.13|. Procedure details: In a dry round bottom flask under argon, an ice-cold solution of dimethylaminoferrocene 11 (229 mg, 1.00 mmol) in THF (10 mL) was treated with BF3.OEt2 (0.13 mL, 1.05 mmol). After 15 min, the yellow solution was cooled to −40° C. and n-BuLi (0.46 mL of 2.40 M solution in hexanes, 1.10 mmol) was added by syringe to give an orange-red solution that was stirred for 1 h before ClPCy2 (0.24 mL, 1.10 mmol) was added and the mixture was allowed to warm to room temperature. The reaction mixture was dilu... Starting materials: O=C([O-])[O-], COc1cc2c(Cl)ncnc2cc1OCCC1CCN(C)CC1, Cc1cc2c(F)c(O)ccc2[nH]1, [K+], [K+], CN(C)C=O. Yields the product COc1cc2c(Oc3ccc4[nH]c(C)cc4c3F)ncnc2cc1OCCC1CCN(C)CC1. As a reaction SMILES: [C:36](=[O:37])([O-:38])[O-:39].[Cl:1][c:2]1[n:3][cH:4][n:5][c:6]2[cH:7][c:8]([O:14][CH2:15][CH2:16][CH:17]3[CH2:18][CH2:19][N:20]([CH3:23])[CH2:21][CH2:22]3)[c:9]([O:12][CH3:13])[cH:10][c:11]12.[F:24][c:25]1[c:26]2[cH:27][c:28]([CH3:35])[nH:29][c:30]2[cH:31][cH:32][c:33]1[OH:34].[K+:40].[K+:41].[O:42]=[CH:43][N:44]([CH3:45])[CH3:46]>>[c:2]1([O:34][c:33]2[c:25]([F:24])[c:26]3[cH:27][c:28]([CH3:35])[nH:29][c:30]3[cH:31][cH:32]2)[n:3][cH:4][n:5][c:6]2[cH:7][c:8]([O:14][CH2:15][CH2:16][CH:17]3[CH2:18][CH2:19][N:20]([CH3:23])[CH2:21][CH2:22]3)[c:9]([O:12][CH3:13])[cH:10][c:11]12. The reactants are COc1ccccc1C(=O)O, O=S(=O)(O)Cl. Product: COc1ccc(S(=O)(=O)Cl)cc1C(=O)O. As a reaction SMILES: [CH3:1][O:2][c:3]1[cH:4][cH:5][cH:6][cH:7][c:8]1[C:9]([OH:10])=[O:11].[S:12]([OH:13])(=[O:14])(=[O:15])[Cl:16]>>[CH3:1][O:2][c:3]1[cH:4][cH:5][c:6]([S:12](=[O:13])(=[O:14])[Cl:16])[cH:7][c:8]1[C:9]([OH:10])=[O:11]. Reactants: BrC1=CC=C2C=CNC2=C1 (6-bromoindole), C(C)(C)(C)[Li] (tert-butyllithium), P(O)(O)(O)=O (phosphoric acid), B(OCCCC)(OCCCC)OCCCC (tributyl borate). Solvent: CCOCC (ether), CCOCC (ether). Reaction conditions: time 30 minute. The product is N1C=CC2=CC=C(C=C12)B(O)O (1H-indol-6-yl-boronic acid). As a reaction SMILES: Br[C:2]1[CH:10]=[C:9]2[C:5]([CH:6]=[CH:7][NH:8]2)=[CH:4][CH:3]=1.C([Li])(C)(C)C.[B:16](OCCCC)([O:22]CCCC)[O:17]CCCC.P(=O)(O)(O)O>CCOCC>[NH:8]1[C:9]2[C:5](=[CH:4][CH:3]=[C:2]([B:16]([OH:22])[OH:17])[CH:10]=2)[CH:6]=[CH:7]1. Procedure details: A solution of 6-bromoindole (200 mg, 1.02 mmol) in anhydrous ether (4 mL), at −78° C., is treated dropwise with tert-butyllithium (1.7 M solution in pentane, 2 mL, 3.4 mmol). After stirring for 30 minutes the mixture is treated dropwise with tributyl borate (0.822 mL, 3.06 mmol) and allowed to warm up to room temperature. After stirring overnight the reaction mixture is diluted with ether, and this mixture is added in portions to phosphoric acid (15 mL, 1M), stirred for 30 minutes and extracted ... The reactants are C(C1=CC=CC=C1)(=O)O (benzoic acid), C(CCCCCC(C)C)O (isononanol), CC(C1=CC=C(C=C1)CC2CCCC2=O)C(=O)O (Oxeno), [OH-].[K+] (KOH), alcohol, ester, [OH-].[Na+] (sodium hydroxide). Reagents/catalysts: CCCC[O-].CCCC[O-].CCCC[O-].CCCC[O-].[Ti+4] (butyl titanate). The solvent is O (water), O (water), O (water). Run at temperature 80 celsius, time 30 minute. Yields the product C(C1=CC=CC=C1)(=O)OCCCCCCC(C)C (Isononyl Benzoate). RXN SMILES: [C:1]([OH:9])(=[O:8])[C:2]1[CH:7]=[CH:6][CH:5]=[CH:4][CH:3]=1.[CH2:10](O)[CH2:11][CH2:12][CH2:13][CH2:14][CH2:15][CH:16]([CH3:18])[CH3:17].CC(C(O)=O)C1C=CC(CC2C(=O)CCC2)=CC=1.[OH-].[K+].[OH-].[Na+]>CCCC[O-].CCCC[O-].CCCC[O-].CCCC[O-].[Ti+4].O>[C:1]([O:9][CH2:10][CH2:11][CH2:12][CH2:13][CH2:14][CH2:15][CH:16]([CH3:18])[CH3:17])(=[O:8])[C:2]1[CH:7]=[CH:6][CH:5]=[CH:4][CH:3]=1 |f:3.4,5.6,7.8.9.10.11|. Reported procedure: A 4 liter distillation flask with top-mounted water separator and reflux condenser and also with a sampling port and thermometer was charged with 976 g of benzoic acid (8 mol), 1728 g of isononanol from Oxeno Olefinchemie GmbH (12 mol) and 0.59 g of butyl titanate (0.06% by weight based on the amount of acid) and this initial charge was heated at boiling under a nitrogen atmosphere. The water of reaction produced during the esterification was taken off at regular intervals. When the acid number ...